This data is from the Open Reaction Database (ORD), a public repository of structured organic reaction records. The task is: describe an organic reaction: reactants, conditions, products, and yield The reactants are [H-].[Na+] (sodium hydride), O=C1C(CCC1)C(=O)OCC (ethyl 2-oxocyclopentanecarboxylate), F[N+]1=C(C=C(C=C1C)C)S(=O)(=O)[O-] (N-fluoro-4,6-dimethylpyridinium-2-sulfonate). The solvent is O1CCCC1 (tetrahydrofuran). Reaction conditions: time 1.5 hour. The product is CC1=CC(=NC(=C1)C)S(=O)(=O)[O-].[Na+] (sodium 4,6-dimethylpyridine-2-sulfonate). The yield is 85.3%. As a reaction SMILES: [H-].[Na+:2].O=C1CCCC1C(OCC)=O.F[N+:15]1[C:20]([CH3:21])=[CH:19][C:18]([CH3:22])=[CH:17][C:16]=1[S:23]([O-:26])(=[O:25])=[O:24]>O1CCCC1>[CH3:22][C:18]1[CH:19]=[C:20]([CH3:21])[N:15]=[C:16]([S:23]([O-:26])(=[O:24])=[O:25])[CH:17]=1.[Na+:2] |f:0.1,5.6|. Procedure details: In an inert gas atmosphere, to a mixture of sodium hydride (120 mg, 3 mmol) and tetrahydrofuran (6 ml), ethyl 2-oxocyclopentanecarboxylate (445 μl, 3 mmol) was added and then N-fluoro-4,6-dimethylpyridinium-2-sulfonate (615 mg) was added while cooling with ice, followed by stirring at room temperature for 1.5 hours. The reaction mixture was filtrated and the obtained crystal was washed with tetrahydrofuran and ethyl ether successively to obtain sodium 4,6-dimethylpyridine-2-sulfonate (535 mg). Y... Starting materials: CC(C)(C)c1nnc(C2OC(n3cnc4c(Cl)ncnc43)C(O)C2O)o1, CCN(C(C)C)C(C)C, CC(C)O, Cl, NC1CCOCC1. Product: CC(C)(C)c1nnc(C2OC(n3cnc4c(NC5CCOCC5)ncnc43)C(O)C2O)o1. RXN SMILES: [C:1]([CH3:2])([CH3:3])([CH3:4])[c:5]1[n:6][n:7][c:8]([CH:10]2[O:11][CH:12]([n:17]3[c:18]4[n:19][cH:20][n:21][c:22]([Cl:26])[c:23]4[n:24][cH:25]3)[CH:13]([OH:16])[CH:14]2[OH:15])[o:9]1.[CH:35]([N:36]([CH:37]([CH3:38])[CH3:39])[CH2:40][CH3:41])([CH3:42])[CH3:43].[CH:44]([OH:45])([CH3:46])[CH3:47].[ClH:27].[NH2:28][CH:29]1[CH2:30][CH2:31][O:32][CH2:33][CH2:34]1>>[C:1]([CH3:2])([CH3:3])([CH3:4])[c:5]1[n:6][n:7][c:8]([CH:10]2[O:11][CH:12]([n:17]3[c:18]4[n:19][cH:20][n:21][c:22]([NH:28][CH:29]5[CH2:30][CH2:31][O:32][CH2:33][CH2:34]5)[c:23]4[n:24][cH:25]3)[CH:13]([OH:16])[CH:14]2[OH:15])[o:9]1. Reactants: COc1ccc2c(c1C)CCc1ccc(Br)cc1CC2=O, CC(=O)O, ClCCl, O=[Se]=O. Product: COc1ccc2c(c1C)CCc1ccc(Br)cc1C(=O)C2=O. RXN SMILES: [Br:1][c:2]1[cH:3][c:4]2[c:5]([cH:20][cH:21]1)[CH2:6][CH2:7][c:8]1[c:9]([cH:13][cH:14][c:15]([O:18][CH3:19])[c:16]1[CH3:17])[C:10](=[O:12])[CH2:11]2.[CH3:22][C:23]([OH:24])=[O:25].[Cl:29][CH2:30][Cl:31].[Se:26](=[O:27])=[O:28]>>[Br:1][c:2]1[cH:3][c:4]2[c:5]([cH:20][cH:21]1)[CH2:6][CH2:7][c:8]1[c:9]([cH:13][cH:14][c:15]([O:18][CH3:19])[c:16]1[CH3:17])[C:10](=[O:12])[C:11]2=[O:24]. The reactants are BrB(Br)Br, COc1ccc(Oc2c(Cl)cc(-n3ncc(=O)[nH]c3=O)cc2Cl)cc1NS(=O)(=O)c1ccc(F)cc1, ClCCl. Yields the product O=c1cnn(-c2cc(Cl)c(Oc3ccc(O)c(NS(=O)(=O)c4ccc(F)cc4)c3)c(Cl)c2)c(=O)[nH]1. RXN SMILES: [B:37]([Br:38])([Br:39])[Br:40].[Cl:1][c:2]1[c:3]([O:4][c:5]2[cH:6][cH:7][c:8]([O:22][CH3:23])[c:9]([NH:11][S:12](=[O:13])(=[O:14])[c:15]3[cH:16][cH:17][c:18]([F:21])[cH:19][cH:20]3)[cH:10]2)[c:24]([Cl:36])[cH:25][c:26](-[n:28]2[n:29][cH:30][c:31](=[O:35])[nH:32][c:33]2=[O:34])[cH:27]1.[Cl:41][CH2:42][Cl:43]>>[Cl:1][c:2]1[c:3]([O:4][c:5]2[cH:6][cH:7][c:8]([OH:22])[c:9]([NH:11][S:12](=[O:13])(=[O:14])[c:15]3[cH:16][cH:17][c:18]([F:21])[cH:19][cH:20]3)[cH:10]2)[c:24]([Cl:36])[cH:25][c:26](-[n:28]2[n:29][cH:30][c:31](=[O:35])[nH:32][c:33]2=[O:34])[cH:27]1. Reactants: C(C1=CC=CC=C1)OC(=O)CN1[C@@H]2C[C@@H]2C1=O ((1R,4S)-2-benzyloxycarbonylmethyl-2-azabicyclo[2,1,0]pentan-3-one), C([O-])(O)=O.[Na+] (sodium bicarbonate). Reagents/catalysts: [Pd] (Pd/C). Run in O1CCCC1 (tetrahydrofuran). Conditions: time 1 hour. Product: [C@@H]12N(C([C@H]2C1)=O)C(=O)[O-].[Na+] (Sodium (1R,4S)-2-azabicyclo[2,1,0]pentan-3-one-2-carboxylate). RXN SMILES: C(OC(C[N:12]1[C:16](=[O:17])[C@@H:15]2[C@H:13]1[CH2:14]2)=O)C1C=CC=CC=1.[C:18](=[O:21])(O)[O-:19].[Na+:22]>O1CCCC1.[Pd]>[C@@H:13]12[CH2:14][C@@H:15]1[C:16](=[O:17])[N:12]2[C:18]([O-:19])=[O:21].[Na+:22] |f:1.2,5.6|. Procedure: A mixture of (1R,4S)-2-benzyloxycarbonylmethyl-2-azabicyclo[2,1,0]pentan-3-one (21 mg, 0.091 mmol), 10% Pd/C (10 mg) and sodium bicarbonate (7.6 mg, 0.91 mmol) in tetrahydrofuran (3 ml) water (1 ml) was hydrogenated at 40 psi on the Parr shaker for 1 hr. The mixture was then filtered and the solid residue was washed with deionized water. The combined filtrate and washings were extracted twice with ether (10 ml) and the aqueous phase was concentrated in high vacuum to a volume of 3.5 ml. This sol...